Dataset: the Open Reaction Database (ORD), a public repository of structured organic reaction records. Task: describe an organic reaction: reactants, conditions, products, and yield Starting materials: CCOC=Nc1ccc(C(=O)OCC)cc1, CCCCOC(=O)c1ccc(NC)cc1, CCO. Product: CCCCOC(=O)c1ccc(N(C)C=Nc2ccc(C(=O)OCC)cc2)cc1. Reaction SMILES: [CH2:1]([CH3:2])[O:3][C:4](=[O:5])[c:6]1[cH:7][cH:8][c:9]([N:12]=[CH:13][O:14][CH2:15][CH3:16])[cH:10][cH:11]1.[CH3:17][NH:18][c:19]1[cH:20][cH:21][c:22]([C:23](=[O:24])[O:25][CH2:26][CH2:27][CH2:28][CH3:29])[cH:30][cH:31]1.[CH3:32][CH2:33][OH:34]>>[CH2:1]([CH3:2])[O:3][C:4](=[O:5])[c:6]1[cH:7][cH:8][c:9]([N:12]=[CH:13][N:18]([CH3:17])[c:19]2[cH:20][cH:21][c:22]([C:23](=[O:24])[O:25][CH2:26][CH2:27][CH2:28][CH3:29])[cH:30][cH:31]2)[cH:10][cH:11]1.